The task is: describe an organic reaction: reactants, conditions, products, and yield. This data is from the Open Reaction Database (ORD), a public repository of structured organic reaction records. Reactants: Cc1ccc(S(=O)(=O)OCC2COc3ccc4nc(C)oc4c3O2)cc1, CS(C)=O, O=c1[nH]c2ccccc2n1C1CCNCC1. The product is Cc1nc2ccc3c(c2o1)OC(CN1CCC(n2c(=O)[nH]c4ccccc42)CC1)CO3. RXN SMILES: [CH3:1][c:2]1[cH:3][cH:4][c:5]([S:6]([O:7][CH2:12][CH:13]2[O:14][c:15]3[c:16]([cH:17][cH:18][c:19]4[n:20][c:21]([CH3:24])[o:22][c:23]34)[O:25][CH2:26]2)(=[O:8])=[O:9])[cH:10][cH:11]1.[CH3:43][S:44]([CH3:45])=[O:46].[O:27]=[c:28]1[nH:29][c:30]2[c:31]([n:32]1[CH:33]1[CH2:34][CH2:35][NH:36][CH2:37][CH2:38]1)[cH:39][cH:40][cH:41][cH:42]2>>[CH2:12]([CH:13]1[O:14][c:15]2[c:16]([cH:17][cH:18][c:19]3[n:20][c:21]([CH3:24])[o:22][c:23]23)[O:25][CH2:26]1)[N:36]1[CH2:35][CH2:34][CH:33]([n:32]2[c:28](=[O:27])[nH:29][c:30]3[c:31]2[cH:39][cH:40][cH:41][cH:42]3)[CH2:38][CH2:37]1. Procedure details: To paraformaldehyde (40 g, 1.3 mole) in 100 ml isopropanol at 25° C. was added morpholine (88 ml) in 0.5 liter isopropanol. The reaction mixture was refluxed for 30 minutes to effect solution. To the solution, 4-t-octylcatechol (222 g, 1.0 mole) dissolved in 0.5 liter isopropanol was added dropwise while maintaining the solution temperature at 60° C. The reaction mixture was stirred at reflux overnight. The reaction was cooled to 25° C. and the solvent was removed in vacuo to give a white solid ... Conditions: temperature 60 celsius. Starting materials: C(C)(C)(CC(C)(C)C)C=1C=C(C(O)=CC1)O (4-t-octylcatechol), C=O (paraformaldehyde), N1CCOCC1 (morpholine). Reaction SMILES: [CH2:1]=O.[NH:3]1[CH2:8][CH2:7][O:6][CH2:5][CH2:4]1.[C:9]([C:17]1[CH:18]=[C:19]([OH:24])[C:20](=[CH:22][CH:23]=1)[OH:21])([CH2:12][C:13]([CH3:16])([CH3:15])[CH3:14])([CH3:11])[CH3:10]>C(O)(C)C>[O:6]1[CH2:7][CH2:8][N:3]([CH2:1][C:22]2[CH:23]=[C:17]([C:9]([CH2:12][C:13]([CH3:16])([CH3:15])[CH3:14])([CH3:10])[CH3:11])[CH:18]=[C:19]([OH:24])[C:20]=2[OH:21])[CH2:4][CH2:5]1. Run in C(C)(C)O (isopropanol), C(C)(C)O (isopropanol), C(C)(C)O (isopropanol). The product is O1CCN(CC1)CC1=C(C(O)=CC(=C1)C(C)(C)CC(C)(C)C)O (3-Morpholinomethyl-5-t-octylcatechol). Starting materials: CN1CCN(CC1)C(=O)C1=CC=C2C=3C(=CC=C(C3NC2=C1)C(=O)N)B1OC(C(O1)(C)C)(C)C (7-(4-methylpiperazine-1-carbonyl)-4-(4,4,5,5-tetramethyl-1,3,2-dioxaborolan-2-yl)-9H-carbazole-1-carboxamide), BrC1=CC=C2C=CNC2=C1F (6-bromo-7-fluoro-1H-indole), C([O-])([O-])=O.[Na+].[Na+] (sodium carbonate). Reagents/catalysts: C=1C=CC(=CC1)[P](C=2C=CC=CC2)(C=3C=CC=CC3)[Pd]([P](C=4C=CC=CC4)(C=5C=CC=CC5)C=6C=CC=CC6)([P](C=7C=CC=CC7)(C=8C=CC=CC8)C=9C=CC=CC9)[P](C=1C=CC=CC1)(C=1C=CC=CC1)C=1C=CC=CC1 (tetrakis(triphenylphosphine)palladium). Run in C1(=CC=CC=C1)C (toluene), C(C)O (ethanol). Run at temperature 90 celsius, time 16 hour. Yields the product FC=1C(=CC=C2C=CNC12)C1=CC=C(C=2NC3=CC(=CC=C3C12)C(=O)N1CCN(CC1)C)C(=O)N (4-(7-fluoro-1H-indol-6-yl)-7-(4-methylpiperazine-1-carbonyl)-9H-carbazole-1-carboxamide). Isolated yield 30.0%. Reaction SMILES: [CH3:1][N:2]1[CH2:7][CH2:6][N:5]([C:8]([C:10]2[CH:22]=[C:21]3[C:13]([C:14]4[C:15](B5OC(C)(C)C(C)(C)O5)=[CH:16][CH:17]=[C:18]([C:23]([NH2:25])=[O:24])[C:19]=4[NH:20]3)=[CH:12][CH:11]=2)=[O:9])[CH2:4][CH2:3]1.Br[C:36]1[C:44]([F:45])=[C:43]2[C:39]([CH:40]=[CH:41][NH:42]2)=[CH:38][CH:37]=1.C(=O)([O-])[O-].[Na+].[Na+]>C1(C)C=CC=CC=1.C(O)C.C1C=CC([P]([Pd]([P](C2C=CC=CC=2)(C2C=CC=CC=2)C2C=CC=CC=2)([P](C2C=CC=CC=2)(C2C=CC=CC=2)C2C=CC=CC=2)[P](C2C=CC=CC=2)(C2C=CC=CC=2)C2C=CC=CC=2)(C2C=CC=CC=2)C2C=CC=CC=2)=CC=1>[F:45][C:44]1[C:36]([C:15]2[C:14]3[C:13]4[C:21](=[CH:22][C:10]([C:8]([N:5]5[CH2:4][CH2:3][N:2]([CH3:1])[CH2:7][CH2:6]5)=[O:9])=[CH:11][CH:12]=4)[NH:20][C:19]=3[C:18]([C:23]([NH2:25])=[O:24])=[CH:17][CH:16]=2)=[CH:37][CH:38]=[C:39]2[C:43]=1[NH:42][CH:41]=[CH:40]2 |f:2.3.4,^1:65,67,86,105|. Procedure details: A mixture of 7-(4-methylpiperazine-1-carbonyl)-4-(4,4,5,5-tetramethyl-1,3,2-dioxaborolan-2-yl)-9H-carbazole-1-carboxamide (prepared according to the procedure of Step 1 of Example 2-1, 75 mg, 0.065 mmol), 6-bromo-7-fluoro-1H-indole (prepared according to U.S. pat. appl. 2007/112005, 18.7 mg, 0.087 mmol), and 2 M aqueous sodium carbonate (0.081 mL, 0.162 mmol) in toluene (0.8 mL) and ethanol (0.2 mL) was purged with argon, treated with tetrakis(triphenylphosphine)palladium (7.5 mg, 0.007 mmol) an...